From a dataset of the Open Reaction Database (ORD), a public repository of structured organic reaction records. describe an organic reaction: reactants, conditions, products, and yield Reactants: CN1CCCC1=O, NC=O, C1CCC(P(C2CCCCC2)C2CCCCC2)CC1, C1CCC(P(C2CCCCC2)C2CCCCC2)CC1, N#Cc1ccc(Cl)cc1, c1cc(N2CCCC2)ccn1, [Pd]. The product is N#Cc1ccc(C(N)=O)cc1. Reaction SMILES: [CH3:63][N:64]1[CH2:65][CH2:66][CH2:67][C:68]1=[O:69].[CH:10](=[O:11])[NH2:12].[CH:25]1([P:26]([CH:27]2[CH2:28][CH2:29][CH2:30][CH2:31][CH2:32]2)[CH:33]2[CH2:34][CH2:35][CH2:36][CH2:37][CH2:38]2)[CH2:39][CH2:40][CH2:41][CH2:42][CH2:43]1.[CH:44]1([P:45]([CH:46]2[CH2:47][CH2:48][CH2:49][CH2:50][CH2:51]2)[CH:52]2[CH2:53][CH2:54][CH2:55][CH2:56][CH2:57]2)[CH2:58][CH2:59][CH2:60][CH2:61][CH2:62]1.[Cl:1][c:2]1[cH:3][cH:4][c:5]([C:6]#[N:7])[cH:8][cH:9]1.[N:13]1([c:14]2[cH:15][cH:16][n:17][cH:18][cH:19]2)[CH2:20][CH2:21][CH2:22][CH2:23]1.[Pd:24]>>[c:2]1([C:10](=[O:11])[NH2:12])[cH:3][cH:4][c:5]([C:6]#[N:7])[cH:8][cH:9]1. Starting materials: COC(C1=C(C=CC(=C1)[N+](=O)[O-])CC(=O)OC)=O (2-methoxycarbonylmethyl-5-nitro-benzoic acid methyl ester), Cl[Sn]Cl (SnCl2). The solvent is CO (MeOH). Run at temperature 50 celsius, time 1 day. Product: COC(C1=C(C=CC(=C1)N)CC(=O)OC)=O (2-methoxycarbonylmethyl-5-amino-benzoic acid methyl ester). Yield: 66.2%. RXN SMILES: [CH3:1][O:2][C:3](=[O:18])[C:4]1[CH:9]=[C:8]([N+:10]([O-])=O)[CH:7]=[CH:6][C:5]=1[CH2:13][C:14]([O:16][CH3:17])=[O:15].Cl[Sn]Cl>CO>[CH3:1][O:2][C:3](=[O:18])[C:4]1[CH:9]=[C:8]([NH2:10])[CH:7]=[CH:6][C:5]=1[CH2:13][C:14]([O:16][CH3:17])=[O:15]. Reported procedure: 2-methoxycarbonylmethyl-5-nitro-benzoic acid methyl ester (2.2 g, 8.8 mmol) was dissolved in MeOH (30 mL), then heated to 50° C. To the solution was added SnCl2 (5.89 g, 31 mmol) in batches. The reaction mixture was stirred at this temperture for 1 day. TLC monitored the reaction. After the reaction completed, the solvent was evaporated. To the residue was added ethyl acetate and base, adjusted pH to 8˜9, then filtered though celite and washed with ethyl acetate. The organic layer of the filtrat... Reactants: C1(=CC=C(C=C1)S(=O)(=O)O)C (para-toluenesulphonic acid), BrC1C(C2(CO2)CCC1(OC)OC)(C(=CC)C)O (5-Bromo-6,6-dimethoxy-4-hydroxy-4-(1-methylpropen-1-yl)-1-oxa-spiro[2.5]octane). Run in CC(=O)C.O (acetone water). The product is BrC1C(C2(CO2)CCC1=O)(C(=CC)C)O (5-Bromo-4-hydroxy-4-(1-methylpropen-1-yl)-1-oxa-spiro[2.5]octan-6-one). Yield: 81.3%. RXN SMILES: C1(C)C=CC(S(O)(=O)=O)=CC=1.[Br:12][CH:13]1[C:20](OC)([O:21]C)[CH2:19][CH2:18][C:15]2([O:17][CH2:16]2)[C:14]1([OH:29])[C:25]([CH3:28])=[CH:26][CH3:27]>CC(C)=O.O>[Br:12][CH:13]1[C:20](=[O:21])[CH2:19][CH2:18][C:15]2([O:17][CH2:16]2)[C:14]1([OH:29])[C:25]([CH3:28])=[CH:26][CH3:27] |f:2.3|. Procedure details: 1.9 g (9.96 mmol) of para-toluenesulphonic acid are added at room temperature to a solution of 3.2 g (9.96 mmol) of the compound obtained in Step B in 120 ml of an acetone/water mixture (3:2). When the reaction, followed by thin-layer chromatrography, is complete, the acetone is evaporated off. The aqueous phase remaining is then extracted with ethyl acetate (200 ml). After conventional treatment of the organic phase, 2.23 g (8.1 mmol) of the expected product are obtained. The reactants are CN(C)C=O, CCOC(=O)CCl, Cc1cn(Nc2ccncc2F)c2ccccc12, [H-], [Na+], O. Product: CCOC(=O)CN(c1ccncc1F)n1cc(C)c2ccccc21. RXN SMILES: [CH3:29][N:30]([CH3:31])[CH:32]=[O:33].[Cl:21][CH2:22][C:23](=[O:24])[O:25][CH2:26][CH3:27].[F:3][c:4]1[cH:5][n:6][cH:7][cH:8][c:9]1[NH:10][n:11]1[cH:12][c:13]([CH3:20])[c:14]2[cH:15][cH:16][cH:17][cH:18][c:19]12.[H-:2].[Na+:1].[OH2:28]>>[F:3][c:4]1[cH:5][n:6][cH:7][cH:8][c:9]1[N:10]([n:11]1[cH:12][c:13]([CH3:20])[c:14]2[cH:15][cH:16][cH:17][cH:18][c:19]12)[CH2:22][C:23](=[O:24])[O:25][CH2:26][CH3:27]. Starting materials: CC(C)N=C=O, CC1CN(C(=O)COc2ccc(Cl)cc2S(N)(=O)=O)C(C)CN1Cc1ccc(F)cc1, C1CCOC1. The product is CC(C)NC(=O)NS(=O)(=O)c1cc(Cl)ccc1OCC(=O)N1CC(C)N(Cc2ccc(F)cc2)CC1C. Reaction SMILES: [CH:32]([CH3:33])([CH3:34])[N:35]=[C:36]=[O:37].[Cl:1][c:2]1[cH:3][cH:4][c:5]([O:12][CH2:13][C:14](=[O:15])[N:16]2[CH:17]([CH3:31])[CH2:18][N:19]([CH2:23][c:24]3[cH:25][cH:26][c:27]([F:30])[cH:28][cH:29]3)[CH:20]([CH3:22])[CH2:21]2)[c:6]([S:8](=[O:9])(=[O:10])[NH2:11])[cH:7]1.[O:38]1[CH2:39][CH2:40][CH2:41][CH2:42]1>>[Cl:1][c:2]1[cH:3][cH:4][c:5]([O:12][CH2:13][C:14](=[O:15])[N:16]2[CH:17]([CH3:31])[CH2:18][N:19]([CH2:23][c:24]3[cH:25][cH:26][c:27]([F:30])[cH:28][cH:29]3)[CH:20]([CH3:22])[CH2:21]2)[c:6]([S:8](=[O:9])(=[O:10])[NH:11][C:36]([NH:35][CH:32]([CH3:33])[CH3:34])=[O:37])[cH:7]1. Reactants: ClC1=C(C(=CC=C1Cl)[N+](=O)[O-])OC1=CC=CC=C1 (2,3-dichloro-6-nitro-1-phenoxy-benzene), C(#N)C1=CC=C(C=C1)O (4-cyano-phenol), CS(=O)C (dimethylsulfoxide), [OH-].[Na+] (sodium hydroxide). The solvent is O (water). Run at temperature 100 celsius, time 3 hour. Yields the product ClC1=C(C=CC(=C1OC1=CC=CC=C1)[N+](=O)[O-])OC1=CC=C(C=C1)C#N (2-Chloro-4-nitro-3-phenoxy-1-(4-cyano-phenoxy)-benzene). As a reaction SMILES: [Cl:1][C:2]1[C:7](Cl)=[CH:6][CH:5]=[C:4]([N+:9]([O-:11])=[O:10])[C:3]=1[O:12][C:13]1[CH:18]=[CH:17][CH:16]=[CH:15][CH:14]=1.[C:19]([C:21]1[CH:26]=[CH:25][C:24]([OH:27])=[CH:23][CH:22]=1)#[N:20].CS(C)=O.[OH-].[Na+]>O>[Cl:1][C:2]1[C:3]([O:12][C:13]2[CH:18]=[CH:17][CH:16]=[CH:15][CH:14]=2)=[C:4]([N+:9]([O-:11])=[O:10])[CH:5]=[CH:6][C:7]=1[O:27][C:24]1[CH:25]=[CH:26][C:21]([C:19]#[N:20])=[CH:22][CH:23]=1 |f:3.4|. Procedure details: A mixture of 14.2 gm of 2,3-dichloro-6-nitro-1-phenoxy-benzene, 6.5 gm of 4-cyano-phenol, 40 ml of dimethylsulfoxide and 50 ml of 10 N sodium hydroxide was stirred for 3 hours at 100° C. Thereafter, the reaction mixture was diluted with water, the aqueous mixture was extracted with chloroform, the organic extract solution was dried, and the chloroform was distilled off. The residue was purified by passing it through a silicagel column and recrystallizing it from ethanol, yielding 11 gm (60.2% of... Starting materials: ClC1=NC=C(C(=N1)NC1=C(C(=O)OCC)C=CC=C1)Cl (Ethyl 2-[(2,5-dichloro-4-pyrimidinyl)amino]benzoate), CN1CCN(CC1)C=1C=C(N)C=CC1 (3-(4-methyl-1-piperazinyl)aniline), Cl (HCl). Solvent: C(C)O (ethanol). Run at temperature 95 celsius, time 24 hour. Product: ClC=1C(=NC(=NC1)NC1=CC(=CC=C1)N1CCN(CC1)C)NC1=C(C(=O)OCC)C=CC=C1 (Ethyl 2-[(5-chloro-2-{[3-(4-methyl-1-piperazinyl)phenyl]amino}-4-pyrimidinyl)amino]benzoate). The yield is 97.9%. RXN SMILES: Cl[C:2]1[N:7]=[C:6]([NH:8][C:9]2[CH:19]=[CH:18][CH:17]=[CH:16][C:10]=2[C:11]([O:13][CH2:14][CH3:15])=[O:12])[C:5]([Cl:20])=[CH:4][N:3]=1.[CH3:21][N:22]1[CH2:27][CH2:26][N:25]([C:28]2[CH:29]=[C:30]([CH:32]=[CH:33][CH:34]=2)[NH2:31])[CH2:24][CH2:23]1.Cl>C(O)C>[Cl:20][C:5]1[C:6]([NH:8][C:9]2[CH:19]=[CH:18][CH:17]=[CH:16][C:10]=2[C:11]([O:13][CH2:14][CH3:15])=[O:12])=[N:7][C:2]([NH:31][C:30]2[CH:32]=[CH:33][CH:34]=[C:28]([N:25]3[CH2:24][CH2:23][N:22]([CH3:21])[CH2:27][CH2:26]3)[CH:29]=2)=[N:3][CH:4]=1. Procedure details: Ethyl 2-[(2,5-dichloro-4-pyrimidinyl)amino]benzoate (10.2 g, 32.8 mmol) and 3-(4-methyl-1-piperazinyl)aniline (6.6 g, 34.4 mmol) were combined in a vessel with ethanol (200 mL) and concentrated HCl (3.2 mL, 38.4 mmol, 12N). The vessel was sealed and heated with stirring at 95° C. for 24 h. The reaction was cooled to room temperature and poured onto water (1.3 L). The aqueous layer was extracted with ethyl acetate (2×250 mL) and neutralized to pH 7 by the slow addition of 6N NaOH. The precipitate... The reactants are step-ii, FC=1C=C(CN2N=C(C(=C2C)B2OC(C(O2)(C)C)(C)C)C)C=CC1 (1-(3-fluoro benzyl)-3,5-dimethyl-4-(4,4,5,5-tetramethyl-1,3,2-dioxaborolan-2-yl)-1H-pyrazole), FC=1C=C(CN2N=C(C(=C2C)B2OC(C(O2)(C)C)(C)C)C)C=CC1 (1-(3-fluoro benzyl)-3,5-dimethyl-4-(4,4,5,5-tetramethyl-1,3,2-dioxaborolan-2-yl)-1H-pyrazole), C(C)(C)(C)OC(=O)N(S(=O)(=O)C)C=1C=C(C=CC1OC)C=1C=C2C(=NC1)N(C(=C2I)C2CC2)C(=O)OC(C)(C)C (tert-butyl 5-(3-(N-(tert-butoxycarbonyl)methylsulfonamido)-4-methoxyphenyl)-2-cyclopropyl-3-iodo-1H-pyrrolo[2,3-b]pyridine-1-carboxylate), C(C)(C)(C)OC(=O)N(S(=O)(=O)C)C=1C=C(C=CC1OC)C=1C=C2C(=NC1)N(C(=C2I)C2CC2)C(=O)OC(C)(C)C (tert-butyl 5-(3-(N-(tert-butoxycarbonyl)methylsulfonamido)-4-methoxyphenyl)-2-cyclopropyl-3-iodo-1H-pyrrolo[2,3-b]pyridine-1-carboxylate), C([O-])([O-])=O.[Na+].[Na+] (sodium carbonate). The reagents and catalysts are C=1C=CC(=CC1)[P](C=2C=CC=CC2)(C=3C=CC=CC3)[Pd]([P](C=4C=CC=CC4)(C=5C=CC=CC5)C=6C=CC=CC6)([P](C=7C=CC=CC7)(C=8C=CC=CC8)C=9C=CC=CC9)[P](C=1C=CC=CC1)(C=1C=CC=CC1)C=1C=CC=CC1 (Pd(PPh3)4). The solvent is COCCOC.O (DME water). Product: C(C)(C)(C)OC(=O)N(S(=O)(=O)C)C=1C=C(C=CC1OC)C=1C=C2C(=NC1)N(C(=C2C=2C(=NN(C2C)CC2=CC(=CC=C2)F)C)C2CC2)C(=O)OC(C)(C)C (tert-butyl 5-(3-(N-(tert-butoxycarbonyl)methylsulfonamido)-4-methoxyphenyl)-2-cyclopropyl-3-(1-(3-fluorobenzyl)-3,5-dimethyl-1H-pyrazol-4-yl)-1H-pyrrolo[2,3-b]pyridine-1-carboxylate). The yield is 122.6%. Reaction SMILES: [C:1]([O:5][C:6]([N:8]([C:13]1[CH:14]=[C:15]([C:21]2[CH:22]=[C:23]3[C:29](I)=[C:28]([CH:31]4[CH2:33][CH2:32]4)[N:27]([C:34]([O:36][C:37]([CH3:40])([CH3:39])[CH3:38])=[O:35])[C:24]3=[N:25][CH:26]=2)[CH:16]=[CH:17][C:18]=1[O:19][CH3:20])[S:9]([CH3:12])(=[O:11])=[O:10])=[O:7])([CH3:4])([CH3:3])[CH3:2].[F:41][C:42]1[CH:43]=[C:44]([CH:62]=[CH:63][CH:64]=1)[CH2:45][N:46]1[C:50]([CH3:51])=[C:49](B2OC(C)(C)C(C)(C)O2)[C:48]([CH3:61])=[N:47]1.C(=O)([O-])[O-].[Na+].[Na+]>C1C=CC([P]([Pd]([P](C2C=CC=CC=2)(C2C=CC=CC=2)C2C=CC=CC=2)([P](C2C=CC=CC=2)(C2C=CC=CC=2)C2C=CC=CC=2)[P](C2C=CC=CC=2)(C2C=CC=CC=2)C2C=CC=CC=2)(C2C=CC=CC=2)C2C=CC=CC=2)=CC=1.COCCOC.O>[C:1]([O:5][C:6]([N:8]([C:13]1[CH:14]=[C:15]([C:21]2[CH:22]=[C:23]3[C:29]([C:49]4[C:48]([CH3:61])=[N:47][N:46]([CH2:45][C:44]5[CH:62]=[CH:63][CH:64]=[C:42]([F:41])[CH:43]=5)[C:50]=4[CH3:51])=[C:28]([CH:31]4[CH2:33][CH2:32]4)[N:27]([C:34]([O:36][C:37]([CH3:40])([CH3:39])[CH3:38])=[O:35])[C:24]3=[N:25][CH:26]=2)[CH:16]=[CH:17][C:18]=1[O:19][CH3:20])[S:9]([CH3:12])(=[O:11])=[O:10])=[O:7])([CH3:4])([CH3:3])[CH3:2] |f:2.3.4,6.7,^1:74,76,95,114|. Procedure details: Using similar reaction conditions as described in step-ii of example-1, tert-butyl 5-(3-(N-(tert-butoxycarbonyl)methylsulfonamido)-4-methoxyphenyl)-2-cyclopropyl-3-iodo-1H-pyrrolo[2,3-b]pyridine-1-carboxylate (intermediate 36) (110 mg, 0.1610 mmol) was coupled with 1-(3-fluorobenzyl)-3,5-dimethyl-4-(4,4,5,5-tetramethyl-1,3,2-dioxaborolan-2-yl)-1H-pyrazole (intermediate 16) (61 mg, 0.1771 mmol) in sodium carbonate (51 mg, 0.4831 mmol), Pd(PPh3)4 (10 mg, 0.0080 mmol) and DME/water (3/1 ml) to affo... Reactants: CC(CC(=O)C=1OC2=C(C1C)C=CC=C2)C (3-methyl-1-(3-methyl-1-benzofuran-2-yl)butan-1-one), C(#N)[BH3-].[Na+] (sodium cyanoborohydride), NC1=CC=C(C(=O)OC)C=C1 (methyl 4-aminobenzoate), C(O)([O-])=O.[Na+] (sodium hydrogen carbonate), C(O)([O-])=O.[Na+] (sodium hydrogen carbonate). Reagents/catalysts: [Ti](Cl)(Cl)(Cl)Cl (titanium (IV) chloride). Run in O1CCCC1 (tetrahydrofuran), CO (methanol), C(C)(=O)O (acetic acid), ClCCl (dichloromethane), C(C)N(CC)CC (triethylamine). Reaction conditions: time 8 hour. Product: CC(CC(C=1OC2=C(C1C)C=CC=C2)NC2=CC=C(C(=O)OC)C=C2)C (methyl 4-{[3-methyl-1-(3-methyl-1-benzofuran-2-yl)butyl]amino}benzoate). Isolated yield 78.2%. RXN SMILES: [CH3:1][CH:2]([CH3:16])[CH2:3][C:4]([C:6]1[O:7][C:8]2[CH:15]=[CH:14][CH:13]=[CH:12][C:9]=2[C:10]=1[CH3:11])=O.[NH2:17][C:18]1[CH:27]=[CH:26][C:21]([C:22]([O:24][CH3:25])=[O:23])=[CH:20][CH:19]=1.C(=O)([O-])O.[Na+].C([BH3-])#N.[Na+]>[Ti](Cl)(Cl)(Cl)Cl.O1CCCC1.CO.C(O)(=O)C.ClCCl.C(N(CC)CC)C>[CH3:1][CH:2]([CH3:16])[CH2:3][CH:4]([NH:17][C:18]1[CH:19]=[CH:20][C:21]([C:22]([O:24][CH3:25])=[O:23])=[CH:26][CH:27]=1)[C:6]1[O:7][C:8]2[CH:15]=[CH:14][CH:13]=[CH:12][C:9]=2[C:10]=1[CH3:11] |f:2.3,4.5|. Procedure details: To a mixture of 3-methyl-1-(3-methyl-1-benzofuran-2-yl)butan-1-one (200 mg) synthesized above, methyl 4-aminobenzoate (140 mg), triethylamine (1.03 mL) and dichloromethane (5 mL) was added titanium (IV) chloride (122 μL) at 0° C., and the mixture was stirred at room temperature overnight. Saturated aqueous sodium hydrogen carbonate solution was added to quench the reaction, and the mixture was extracted with ethyl acetate. The extract was washed with saturated brine, dried over magnesium sulfate... Reactants: [Cl-].C(C)(C)(C)[NH+]1CCC(=CC1)C1=NC(=C2C=CC(N(C2=C1)C1=C(C=CC=C1Cl)Cl)=O)C1=C(C=CC=C1)Cl (1-tert-butyl-4-[5-(2-chlorophenyl)-1-(2,6-dichlorophenyl)-2-oxo-1,2-dihydro-1,6-naphthyridin-7-yl]-1,2,3,6-tetrahydropyridinium chloride). The reagents and catalysts are O=[Pt]=O (PtO2). Solvent: CO (MeOH), CCOC(=O)C (EtOAc). Reaction conditions: time 1 hour. The product is C(C)(C)(C)N1CCC(CC1)C1=NC(=C2C=CC(N(C2=C1)C1=C(C=CC=C1Cl)Cl)=O)C1=C(C=CC=C1)Cl (7-(1-tert-Butylpiperidin-4-yl)-5-(2-chlorophenyl)-1-(2,6-dichlorophenyl)-1,6-naphthyridin-2(1H)-one). RXN SMILES: [Cl-].[C:2]([NH+:6]1[CH2:11][CH:10]=[C:9]([C:12]2[CH:21]=[C:20]3[C:15]([CH:16]=[CH:17][C:18](=[O:30])[N:19]3[C:22]3[C:27]([Cl:28])=[CH:26][CH:25]=[CH:24][C:23]=3[Cl:29])=[C:14]([C:31]3[CH:36]=[CH:35][CH:34]=[CH:33][C:32]=3[Cl:37])[N:13]=2)[CH2:8][CH2:7]1)([CH3:5])([CH3:4])[CH3:3]>CO.CCOC(C)=O.O=[Pt]=O>[C:2]([N:6]1[CH2:7][CH2:8][CH:9]([C:12]2[CH:21]=[C:20]3[C:15]([CH:16]=[CH:17][C:18](=[O:30])[N:19]3[C:22]3[C:27]([Cl:28])=[CH:26][CH:25]=[CH:24][C:23]=3[Cl:29])=[C:14]([C:31]3[CH:36]=[CH:35][CH:34]=[CH:33][C:32]=3[Cl:37])[N:13]=2)[CH2:10][CH2:11]1)([CH3:5])([CH3:3])[CH3:4] |f:0.1|. Procedure: To a solution of 75 mg of 1-tert-butyl-4-[5-(2-chlorophenyl)-1-(2,6-dichlorophenyl)-2-oxo-1,2-dihydro-1,6-naphthyridin-7-yl]-1,2,3,6-tetrahydropyridinium chloride in 3 mL of MeOH and 1 mL of EtOAc was added 35 mg of PtO2 (Adam's catalyst). The mixture was evacuated and purged with N2, then evacuated and purged with H2, then stirred under an H2 balloon for 1 h. The mixture was filtered through Celite, washing with MeOH, and concentrated. The residue was purified by preparative thin-layer chromato...